Dataset: the Open Reaction Database (ORD), a public repository of structured organic reaction records. Task: describe an organic reaction: reactants, conditions, products, and yield Reactants: C(C)(C)(C)C1=CC=C(O1)C=O (5-t-butyl-2-furancarboxaldehyde), CS(=O)C (DMSO), [H-].[Na+] (Sodium hydride), O (water). The reagents and catalysts are [Br-].C[P+](C1=CC=CC=C1)(C1=CC=CC=C1)C1=CC=CC=C1 (methyltriphenylphosphonium bromide). Solvent: petroleum ether. Conditions: temperature 15 celsius, time 2 hour. Yields the product C(C)(C)(C)C1=CC=C(O1)C=C ((5-t-butylfuran-2-yl)-ethylene). Yield: 50.0%. RXN SMILES: [H-].[Na+].[C:3]([C:7]1[O:11][C:10]([CH:12]=O)=[CH:9][CH:8]=1)([CH3:6])([CH3:5])[CH3:4].O.[CH3:15]S(C)=O>[Br-].C[P+](C1C=CC=CC=1)(C1C=CC=CC=1)C1C=CC=CC=1>[C:3]([C:7]1[O:11][C:10]([CH:12]=[CH2:15])=[CH:9][CH:8]=1)([CH3:6])([CH3:5])[CH3:4] |f:0.1,5.6|. Reported procedure: Sodium hydride (7.09 g-50% suspension in oil, 0.148 mol) was washed with petroleum ether, suspended in dry DMSO (100 ml) and heated with stirring at 60°-70° C. for 2 hours. The reaction mixture was then cooled to 15° C. and methyltriphenylphosphonium bromide (52.74 g, 0.136 mol) was added portionwise with rapid stirring over a 1/2 hour period. The reaction mixture was stirred at room temperature for a further 1 hour after the addition and 5-t-butyl-2-furancarboxaldehyde (22.46 g, 0.148 mol) was ... Starting materials: C(C)[SiH](CC)CC (triethylsilane), OC1=CC=C(C=C1)C(=O)C=1C=NC(=CC1)OC(C)C ((4-Hydroxyphenyl)-(6-isopropoxypyridin-3-yl)methanone), C(C)[SiH](CC)CC (triethylsilane). Solvent: C1CCOC1 (THF). Conditions: time 2 day. Yields the product C(C)(C)OC1=CC=C(C=N1)CC1=CC=C(C=C1)O (4-(6-Isopropoxypyridin-3-ylmethyl)phenol). RXN SMILES: [OH:1][C:2]1[CH:7]=[CH:6][C:5]([C:8]([C:10]2[CH:11]=[N:12][C:13]([O:16][CH:17]([CH3:19])[CH3:18])=[CH:14][CH:15]=2)=O)=[CH:4][CH:3]=1.C([SiH](CC)CC)C>C1COCC1>[CH:17]([O:16][C:13]1[N:12]=[CH:11][C:10]([CH2:8][C:5]2[CH:4]=[CH:3][C:2]([OH:1])=[CH:7][CH:6]=2)=[CH:15][CH:14]=1)([CH3:19])[CH3:18]. Reported procedure: (4-Hydroxyphenyl)-(6-isopropoxypyridin-3-yl)methanone (300 mg, 1.17 mmol) was dissolved in 15 ml of THF. Following addition of triethylsilane (678 mg, 5.83 mmol) the mixture was stirred at room temperature for 2 days. Following addition of 116 mg of triethylsilane the mixture was stirred at 60° C. for 8 h, concentrated and admixed with ethyl acetate and water, and the organic phase was separated off, concentrated and purified by preparative HPLC (PR18, acetonitrile/water 0.1% TFA). Yield: 52 mg ... Starting materials: CN=C1c2ccccc2CCc2ccccc21, CCCCCC, NCC1CC1, O, Cc1ccc(S(=O)(=O)O)cc1. The product is c1ccc2c(c1)CCc1ccccc1C2=NCC1CC1. As a reaction SMILES: [CH3:1][N:2]=[C:3]1[c:4]2[c:5]([cH:14][cH:15][cH:16][cH:17]2)[CH2:6][CH2:7][c:8]2[c:9]1[cH:10][cH:11][cH:12][cH:13]2.[CH3:35][CH2:36][CH2:37][CH2:38][CH2:39][CH3:40].[CH:18]1([CH2:21][NH2:22])[CH2:19][CH2:20]1.[OH2:23].[c:24]1([CH3:25])[cH:26][cH:27][c:28]([S:29]([OH:30])(=[O:31])=[O:32])[cH:33][cH:34]1>>[CH2:1]([N:2]=[C:3]1[c:4]2[c:5]([cH:14][cH:15][cH:16][cH:17]2)[CH2:6][CH2:7][c:8]2[c:9]1[cH:10][cH:11][cH:12][cH:13]2)[CH:18]1[CH2:19][CH2:20]1. Starting materials: NN1C(C2=CC=CC=C2C(=N1)C1CCC1)=O (2-amino-4-cyclobutylphthalazin-1(2H)-one), [C@H]12[C@@H](C[C@H](C=C1)C2)CC(=O)O (2-((1S,2S,4S)-bicyclo[2.2.1]hept-5-en-2-yl)acetic acid). Yields the product [C@H]12[C@@H](C[C@H](C=C1)C2)CC(=O)NN2C(C1=CC=CC=C1C(=N2)C2CCC2)=O (2-[(1S,2S,4S)-bicyclo[2.2.1]hept-5-en-2-yl]-N-(4-cyclobutyl-1-oxophthalazin-2(1H)-yl)acetamide). Reaction SMILES: [NH2:1][N:2]1[N:11]=[C:10]([CH:12]2[CH2:15][CH2:14][CH2:13]2)[C:9]2[C:4](=[CH:5][CH:6]=[CH:7][CH:8]=2)[C:3]1=[O:16].[C@@H:17]12[CH2:23][C@@H:20]([CH:21]=[CH:22]1)[CH2:19][C@H:18]2[CH2:24][C:25](O)=[O:26]>>[C@@H:17]12[CH2:23][C@@H:20]([CH:21]=[CH:22]1)[CH2:19][C@H:18]2[CH2:24][C:25]([NH:1][N:2]1[N:11]=[C:10]([CH:12]2[CH2:15][CH2:14][CH2:13]2)[C:9]2[C:4](=[CH:5][CH:6]=[CH:7][CH:8]=2)[C:3]1=[O:16])=[O:26]. Reported procedure: The product of Example 67A and 2-((1S,2S,4S)-bicyclo[2.2.1]hept-5-en-2-yl)acetic acid were processed using a method similar to that described in Example 17C to afford the title compound. 1H NMR (400 MHz, DMSO-d6) δ 11.13 (s, 1H), 8.34-8.28 (m, 1H), 8.00-7.93 (m, 1H), 7.92-7.83 (m, 2H), 6.22 (dd, J=5.7, 3.0, 1H), 6.07 (dd, J=5.7, 2.9, 1H), 4.10-3.99 (m, 1H), 2.91 (s, 1H), 2.79 (s, 1H), 2.49-2.42 (m, 1H), 2.41-2.22 (m, 4H), 2.14-2.02 (m, 3H), 1.95-1.87 (m, 1H), 1.86-1.77 (m, 1H), 1.39-1.31 (m, 1H)...